This data is from the Open Reaction Database (ORD), a public repository of structured organic reaction records. The task is: describe an organic reaction: reactants, conditions, products, and yield The reactants are N1(CCC1)CCN1C(=NC(=C1)C1=CC(=C(C=C1)F)C(F)(F)F)C1CCN(CC1)C1=C(C(=NC=N1)N)OC(C)C (6-(4-(1-(2-(azetidin-1-yl)ethyl)-4-(4-fluoro-3-(trifluoromethyl)phenyl)-1H-imidazol-2-yl)piperidin-1-yl)-5-isopropoxypyrimidin-4-amine), ClC1=C(C(=NC=N1)N)OC (6-chloro-5-methoxypyrimidin-4-amine). Product: N1(CCC1)CCN1C(=NC(=C1)C1=CC(=C(C=C1)F)C(F)(F)F)C1CCN(CC1)C1=C(C(=NC=N1)N)OC (6-(4-(1-(2-(azetidin-1-yl)ethyl)-4-(4-fluoro-3-(trifluoromethyl)phenyl)-1H-imidazol-2-yl)piperidin-1-yl)-5-methoxypyrimidin-4-amine). Reaction SMILES: [N:1]1([CH2:5][CH2:6][N:7]2[CH:11]=[C:10]([C:12]3[CH:17]=[CH:16][C:15]([F:18])=[C:14]([C:19]([F:22])([F:21])[F:20])[CH:13]=3)[N:9]=[C:8]2[CH:23]2[CH2:28][CH2:27][N:26]([C:29]3[N:34]=[CH:33][N:32]=[C:31]([NH2:35])[C:30]=3[O:36][CH:37](C)C)[CH2:25][CH2:24]2)[CH2:4][CH2:3][CH2:2]1.ClC1N=CN=C(N)C=1OC>>[N:1]1([CH2:5][CH2:6][N:7]2[CH:11]=[C:10]([C:12]3[CH:17]=[CH:16][C:15]([F:18])=[C:14]([C:19]([F:22])([F:20])[F:21])[CH:13]=3)[N:9]=[C:8]2[CH:23]2[CH2:28][CH2:27][N:26]([C:29]3[N:34]=[CH:33][N:32]=[C:31]([NH2:35])[C:30]=3[O:36][CH3:37])[CH2:25][CH2:24]2)[CH2:2][CH2:3][CH2:4]1. Reported procedure: The title compound was prepared in an analogous manner as 6-(4-(1-(2-(azetidin-1-yl)ethyl)-4-(4-fluoro-3-(trifluoromethyl)phenyl)-1H-imidazol-2-yl)piperidin-1-yl)-5-isopropoxypyrimidin-4-amine using 6-chloro-5-methoxypyrimidin-4-amine